Dataset: the Open Reaction Database (ORD), a public repository of structured organic reaction records. Task: describe an organic reaction: reactants, conditions, products, and yield Starting materials: CC(C)(C)[Si](OCCO)(c1ccccc1)c1ccccc1, CN(C)C=O, Clc1ccc2ncnn2n1, [H-], [Na+]. Product: OCCOc1ccc2ncnn2n1. RXN SMILES: [C:3]([Si:4]([c:5]1[cH:6][cH:7][cH:12][cH:13][cH:14]1)([O:8][CH2:9][CH2:10][OH:11])[c:15]1[cH:16][cH:17][cH:18][cH:19][cH:20]1)([CH3:21])([CH3:22])[CH3:23].[CH3:34][N:35]([CH3:36])[CH:37]=[O:38].[Cl:24][c:25]1[cH:26][cH:27][c:28]2[n:29]([n:30]1)[n:31][cH:32][n:33]2.[H-:1].[Na+:2]>>[O:8]([CH2:9][CH2:10][OH:11])[c:25]1[cH:26][cH:27][c:28]2[n:29]([n:30]1)[n:31][cH:32][n:33]2.